Dataset: the Open Reaction Database (ORD), a public repository of structured organic reaction records. Task: describe an organic reaction: reactants, conditions, products, and yield The reactants are C(=O)N1CCNCC1 (1-Formyl-piperazine), FC=1C=C2CCC(C2=CC1OC)=O (5-fluoro-6-methoxy-indan-1-one), [BH4-].[Na+] (sodium borohydride). Reagents/catalysts: CC([O-])C.[Ti+4].CC([O-])C.CC([O-])C.CC([O-])C (titanium(IV) isopropoxide). The product is FC=1C=C2CCC(C2=CC1OC)N1CCNCC1 (1-(5-fluoro-6-methoxy-indan-1-yl)piperazine). Yield: 87.9%. RXN SMILES: [CH:1]([N:3]1[CH2:8][CH2:7][NH:6][CH2:5][CH2:4]1)=O.[F:9][C:10]1[CH:11]=[C:12]2[C:16](=[CH:17][C:18]=1[O:19][CH3:20])C(=O)[CH2:14][CH2:13]2.[BH4-].[Na+]>CC(C)[O-].[Ti+4].CC(C)[O-].CC(C)[O-].CC(C)[O-]>[F:9][C:10]1[CH:11]=[C:12]2[C:16](=[CH:17][C:18]=1[O:19][CH3:20])[CH:1]([N:3]1[CH2:8][CH2:7][NH:6][CH2:5][CH2:4]1)[CH2:14][CH2:13]2 |f:2.3,4.5.6.7.8|. Procedure: 1-Formyl-piperazine (2.1 g, 20 mmol), 5-fluoro-6-methoxy-indan-1-one (1.8 g, 10 mmol), titanium(IV) isopropoxide (5 ml, 15 mmol), and sodium borohydride (1.2 g, 30 mmol) were reacted by Method B to give the product (2.2 g, 88%, mp 163°-166° C.). Calcd for C14H19 FN2O.C4H4O4.0.1H2O: C, 56.23%; H, 6.56%; N, 7.28%. Found: C, 56.65%; H, 6.41%; N, 6.98%. Reaction SMILES: C[O:2][C:3]([C:5]1[C:10]([Cl:11])=[N:9][C:8]([N:12]2[CH2:17][CH2:16][C:15](=[N:18][O:19][CH:20]3[CH2:25][CH2:24][N:23]([C:26]([O:28][CH:29]([CH3:31])[CH3:30])=[O:27])[CH2:22][CH2:21]3)[CH2:14][CH2:13]2)=[C:7]([Cl:32])[N:6]=1)=[O:4].C1COCC1.[OH-].[Na+]>Cl>[Cl:11][C:10]1[C:5]([C:3]([OH:4])=[O:2])=[N:6][C:7]([Cl:32])=[C:8]([N:12]2[CH2:13][CH2:14][C:15](=[N:18][O:19][CH:20]3[CH2:21][CH2:22][N:23]([C:26]([O:28][CH:29]([CH3:31])[CH3:30])=[O:27])[CH2:24][CH2:25]3)[CH2:16][CH2:17]2)[N:9]=1 |f:2.3|. Conditions: temperature 50 celsius. Procedure details: The crude 56b obtained in the previous step was taken up with THF (1 mL) and 1N NaOH (1 mL) and heated to 50° C. for 3 h. The mixture was cooled, diluted with 5 mL of 1N HCl and extracted with EtOAc (3×5 mL). The combined extracts were dried and concentrate to afford 0.13 g of crude 56c. 25 mg of this material was purified by preparative HPLC to afford 56c: LC-MS 474.7 (MH+). Run in Cl (HCl). The reactants are COC(=O)C1=NC(=C(N=C1Cl)N1CCC(CC1)=NOC1CCN(CC1)C(=O)OC(C)C)Cl (3,6-Dichloro-5-[4-(1-isopropoxycarbonyl-piperidin-4-yloxyimino)-piperidin-1-yl]-pyrazine-2-carboxylic acid methyl ester), C1CCOC1 (THF), [OH-].[Na+] (NaOH). Yields the product ClC=1C(=NC(=C(N1)N1CCC(CC1)=NOC1CCN(CC1)C(=O)OC(C)C)Cl)C(=O)O (3,6-Dichloro-5-[4-(1-isopropoxycarbonyl-piperidin-4-yloxyimino)-piperidin-1-yl]-pyrazine-2-carboxylic acid). The solvent is C1CCOC1 (THF), C1CCOC1 (THF). As a reaction SMILES: [CH3:1][CH:2]([O:4][C:5]1[CH:10]=[CH:9][CH:8]=[CH:7][C:6]=1[N:11]1[CH2:16][CH2:15][CH:14]([CH2:17][C:18]2[CH:19]=[C:20]([CH:23]=[CH:24][CH:25]=2)[CH2:21]Cl)[CH2:13][CH2:12]1)[CH3:3].[C:26]1(=[O:32])[NH:31][CH:29]([CH3:30])[CH2:28][CH2:27]1.[Li]CCCC.CCCCCC>C1COCC1>[CH3:1][CH:2]([O:4][C:5]1[CH:10]=[CH:9][CH:8]=[CH:7][C:6]=1[N:11]1[CH2:16][CH2:15][CH:14]([CH2:17][C:18]2[CH:19]=[C:20]([CH2:21][N:31]3[CH2:29][CH2:30][CH2:28][CH2:27][C:26]3=[O:32])[CH:23]=[CH:24][CH:25]=2)[CH2:13][CH2:12]1)[CH3:3] |f:2.3|. Yields the product CC(C)OC1=C(C=CC=C1)N1CCC(CC1)CC=1C=C(C=CC1)CN1C(CCCC1)=O (1-[[3-[[1-[2-(1-methylethoxy)phenyl]-4-piperidinyl]methyl]phenyl]methyl]-piperidin-2-one). Procedure details: A solution of 3-[[1-[2-(1-methylethoxy)phenyl]-4-piperidinyl]methyl]benzyl chloride (5.25 g, 0.0147 mol) in THF (90 mL) was added dropwise to a solution of γ-valerolactam (2.06 g, 0.02 mol) in THF (50 mL) which had been treated at 0° C. with 1.6M n-BuLi/hexane (12 mL, 1 mol equiv). The resulting solution was heated to reflux for 3 h, cooled, and quenched with MeOH (20 mL). The solution was evaporated to dryness to give a yellow oil. The residue was chromatographed on silica gel using 99:1/CHCl3 ... The reactants are [Li]CCCC.CCCCCC (n-BuLi hexane), CC(C)OC1=C(C=CC=C1)N1CCC(CC1)CC=1C=C(CCl)C=CC1 (3-[[1-[2-(1-methylethoxy)phenyl]-4-piperidinyl]methyl]benzyl chloride), C1(CCC(C)N1)=O (γ-valerolactam). Starting materials: BrC=1C=CC=C2C=CC(=NC12)Cl (8-Bromo-2-chloro-quinoline), [H-].[Na+] (sodium hydride), oil, N1C=NC=2C1=CC=1OCCOC1C2 (6,7-Dihydro-1H-5,8-dioxa-1,3-diaza-cyclopenta[b]naphthalene). The solvent is CN1C(CCC1)=O (1-methyl-2-pyrrolidinone). Run at temperature 65 celsius, time 15 minute. The product is BrC=1C=CC=C2C=CC(=NC12)N1C=NC=2C1=CC=1OCCOC1C2 (1-(8-Bromo-quinolin-2-yl)-6,7-dihydro-1H-5,8-dioxa-1,3-diaza-cyclopenta[b]naphthalene). Isolated yield 135.0%. Reaction SMILES: [NH:1]1[C:5]2=[CH:6][C:7]3[O:8][CH2:9][CH2:10][O:11][C:12]=3[CH:13]=[C:4]2[N:3]=[CH:2]1.[H-].[Na+].[Br:16][C:17]1[CH:18]=[CH:19][CH:20]=[C:21]2[C:26]=1[N:25]=[C:24](Cl)[CH:23]=[CH:22]2>CN1CCCC1=O>[Br:16][C:17]1[CH:18]=[CH:19][CH:20]=[C:21]2[C:26]=1[N:25]=[C:24]([N:1]1[C:5]3=[CH:6][C:7]4[O:8][CH2:9][CH2:10][O:11][C:12]=4[CH:13]=[C:4]3[N:3]=[CH:2]1)[CH:23]=[CH:22]2 |f:1.2|. Procedure details: 6,7-Dihydro-1H-5,8-dioxa-1,3-diaza-cyclopenta[b]naphthalene 81B (600 mg, 3,4 mMol) was dissolved in 15 mL of 1-methyl-2-pyrrolidinone under an atmosphere of dry N2. To this solution was added 60% sodium hydride in oil (136 mg, 3.40 mMol) and the reaction mixture was stirred for 15 minutes. 8-Bromo-2-chloro-quinoline 81A (750 mg, 3.10 mMol) was then added to the reaction mixture which was subsequently heated to 65° C. and reacted at this temperature overnight. The reaction mixture was then cooled... The reactants are NC=1C=C(NN1)O (5-amino-2H-pyrazol-3-ol), O=C(CC(=O)OC)C (methyl 3-oxo-butyrate), O (water). The solvent is Cl (hydrochloric acid). The product is CC1=C2C(=NC(=C1)O)NN=C2O (4-Methyl-1H-pyrazolo[3,4-b]pyridine-3,6-diol). RXN SMILES: [NH2:1][C:2]1[CH:3]=[C:4]([OH:7])[NH:5][N:6]=1.O=[C:9]([CH3:15])[CH2:10][C:11](OC)=[O:12].O>Cl>[CH3:15][C:9]1[CH:10]=[C:11]([OH:12])[N:1]=[C:2]2[NH:6][N:5]=[C:4]([OH:7])[C:3]=12. Procedure details: 20 g (201.8 mmol) of 5-amino-2H-pyrazol-3-ol and 26 g (224 mmol) of methyl 3-oxo-butyrate were heated under reflux in 63 ml of conc. hydrochloric acid and 17 ml of water for 1 h. After cooling, the product crystallized and was filtered off with suction and dried. Yield: 16.54 g (50%), M+H+: 166.07. Reactants: Cn1cnc2c(N3CCOCC3)nc(Cl)nc21, Nc1ncc(B(O)O)cn1. Product: Cn1cnc2c(N3CCOCC3)nc(-c3cnc(N)nc3)nc21. As a reaction SMILES: [Cl:1][c:2]1[n:3][c:4]([N:12]2[CH2:13][CH2:14][O:15][CH2:16][CH2:17]2)[c:5]2[n:6][cH:7][n:8]([CH3:11])[c:9]2[n:10]1.[NH2:18][c:19]1[n:20][cH:21][c:22]([B:25]([OH:26])[OH:27])[cH:23][n:24]1>>[c:2]1(-[c:22]2[cH:21][n:20][c:19]([NH2:18])[n:24][cH:23]2)[n:3][c:4]([N:12]2[CH2:13][CH2:14][O:15][CH2:16][CH2:17]2)[c:5]2[n:6][cH:7][n:8]([CH3:11])[c:9]2[n:10]1. Reactants: [OH-].[Na+] (sodium hydroxide), C(C)(C)(C)NC1=NC(=NC=C1C(=O)OCC)SC (ethyl 4-(tert-butylamino)-2-(methylthio)pyrimidine-5-carboxylate), C(CC(O)(C(=O)O)CC(=O)O)(=O)O (citric acid). Run in C(C)O (ethanol). Run at time 8 hour. Yields the product C(C)(C)(C)NC1=NC(=NC=C1C(=O)O)SC (4-(tert-butylamino)-2-(methylthio)pyrimidine-5-carboxylic acid). The yield is 98.7%. RXN SMILES: [C:1]([NH:5][C:6]1[C:11]([C:12]([O:14]CC)=[O:13])=[CH:10][N:9]=[C:8]([S:17][CH3:18])[N:7]=1)([CH3:4])([CH3:3])[CH3:2].[OH-].[Na+].C(O)(=O)CC(CC(O)=O)(C(O)=O)O>C(O)C>[C:1]([NH:5][C:6]1[C:11]([C:12]([OH:14])=[O:13])=[CH:10][N:9]=[C:8]([S:17][CH3:18])[N:7]=1)([CH3:4])([CH3:3])[CH3:2] |f:1.2|. Procedure: In a round-bottomed flask ethyl 4-(tert-butylamino)-2-(methylthio)pyrimidine-5-carboxylate (3.2 g, 11.88 mmol) was dissolved in ethanol (40 mL) followed by the addition of 1M aqueous sodium hydroxide solution (35.6 mL, 35.6 mmol). The resulting mixture was stirred overnight at room temperature and then the solvent was evaporated under reduced pressure. After that 2M aqueous citric acid solution (35.6 mL, 71.3 mmol) was slowly added and the resulting mixture was stirred for 0.5 h at room temperat...